This data is from the Open Reaction Database (ORD), a public repository of structured organic reaction records. The task is: describe an organic reaction: reactants, conditions, products, and yield The reactants are Cl (hydrochloric acid), C(CC(C)C)SCCCCl (3-chloropropyl isopentyl sulfide), N1CCCCC1 (piperidine), product. The solvent is C(C)OCC (ethyl ether). Conditions: temperature 125 celsius. Yields the product Cl.C(CC(C)C)SCCCN1CCCCC1 (3-(1-Piperidyl)propyl isopentyl sulfide, hydrochloride salt). Yield: 49.4%. RXN SMILES: [CH2:1]([S:6][CH2:7][CH2:8][CH2:9][Cl:10])[CH2:2][CH:3]([CH3:5])[CH3:4].[NH:11]1[CH2:16][CH2:15][CH2:14][CH2:13][CH2:12]1.Cl>C(OCC)C>[ClH:10].[CH2:1]([S:6][CH2:7][CH2:8][CH2:9][N:11]1[CH2:16][CH2:15][CH2:14][CH2:13][CH2:12]1)[CH2:2][CH:3]([CH3:5])[CH3:4] |f:4.5|. Procedure details: Mix 3-chloropropyl isopentyl sulfide (1.0 g, 5.5 mmol) and piperidine (3.3 mL, 33 mmol) and heat at 125° C. for 2 hours. Cool to room temperature and partition between 50% sodium hydroxide and ethyl ether. Separate the organic phase, wash the aqueous phase with ethyl ether (2×30 mL), combine the organic phases and dry (MgSO4). Evaporate the solvent in vacuo to yield 1.12 g (89%). Dissolve the product (1.0 g) in ethyl ether (100 mL) and treat with anhydrous hydrochloric acid. Collect the resultin...